From a dataset of the Open Reaction Database (ORD), a public repository of structured organic reaction records. describe an organic reaction: reactants, conditions, products, and yield Reactants: O=C(Cl)C1CC1, [Cl-], Nc1cc([N+](=O)[O-])ccn1, c1ccncc1. Product: O=C(Nc1cc([N+](=O)[O-])ccn1)C1CC1. Reaction SMILES: [CH:11]1([C:14](=[O:15])[Cl:16])[CH2:12][CH2:13]1.[Cl-:17].[N+:1](=[O:2])([O-:3])[c:4]1[cH:5][c:6]([NH2:10])[n:7][cH:8][cH:9]1.[cH:18]1[cH:19][cH:20][n:21][cH:22][cH:23]1>>[N+:1](=[O:2])([O-:3])[c:4]1[cH:5][c:6]([NH:10][C:14]([CH:11]2[CH2:12][CH2:13]2)=[O:15])[n:7][cH:8][cH:9]1. Reactants: C(C1=CN=CC=C1)(=O)C=1[N-]C=CN1 (nicotinoylimidazolide), ClC1=C(C(=CC=C1)Cl)NC=1NCCN1 (2-(2',6'-dichlorophenylamino)-2-imidazoline). Run in C1(=CC=CC=C1)C (toluene). Yields the product C(C1=CN=CC=C1)(=O)N1C(=NCC1)NC1=C(C=CC=C1Cl)Cl (1-nicotinoyl-2-(2',6'-dichlorophenylamino)-2-imidazoline). Yield: 43.3%. As a reaction SMILES: [C:1](C1[N-]C=CN=1)(=[O:8])[C:2]1[CH:7]=[CH:6][CH:5]=[N:4][CH:3]=1.[Cl:14][C:15]1[CH:20]=[CH:19][CH:18]=[C:17]([Cl:21])[C:16]=1[NH:22][C:23]1[NH:24][CH2:25][CH2:26][N:27]=1>C1(C)C=CC=CC=1>[C:1]([N:27]1[CH2:26][CH2:25][N:24]=[C:23]1[NH:22][C:16]1[C:17]([Cl:21])=[CH:18][CH:19]=[CH:20][C:15]=1[Cl:14])(=[O:8])[C:2]1[CH:7]=[CH:6][CH:5]=[N:4][CH:3]=1. Procedure: 4.15 g (24 millimoles) of nicotinoylimidazolide and 4.6 g (20 millimoles) of 2-(2',6'-dichlorophenylamino)-2-imidazoline in 100 ml of absolute toluene are refluxed for 3 hours. The mixture is then concentrated to dryness on a rotary evaporator and the residue is worked up as described in Example 41. 2.9 g of pure 1-nicotinoyl-2-(2',6'-dichlorophenylamino)-2-imidazoline of melting point 172.5°-173.5° C. are obtained; the material is identical with the product obtained according to Example 1.